Task: describe an organic reaction: reactants, conditions, products, and yield. Dataset: the Open Reaction Database (ORD), a public repository of structured organic reaction records Reactants: CCCOC1CCNCC1, CCCCCCC, CCOC(C)=O, CC(CI)CN1C(=O)COc2cc(F)ccc21. The product is CCCOC1CCN(CC(C)CN2C(=O)COc3cc(F)ccc32)CC1. As a reaction SMILES: [CH2:18]([CH2:19][CH3:20])[O:21][CH:22]1[CH2:23][CH2:24][NH:25][CH2:26][CH2:27]1.[CH3:28][CH2:29][CH2:30][CH2:31][CH2:32][CH2:33][CH3:34].[CH3:35][CH2:36][O:37][C:38]([CH3:39])=[O:40].[F:1][c:2]1[cH:3][c:4]2[c:5]([cH:16][cH:17]1)[N:6]([CH2:11][CH:12]([CH2:13][I:14])[CH3:15])[C:7](=[O:10])[CH2:8][O:9]2>>[F:1][c:2]1[cH:3][c:4]2[c:5]([cH:16][cH:17]1)[N:6]([CH2:11][CH:12]([CH2:13][N:25]1[CH2:24][CH2:23][CH:22]([O:21][CH2:18][CH2:19][CH3:20])[CH2:27][CH2:26]1)[CH3:15])[C:7](=[O:10])[CH2:8][O:9]2. Reactants: C(C)(=O)O[BH-](OC(C)=O)OC(C)=O.[Na+] (sodium triacetoxyboro hydride), C(O)([O-])=O.[Na+] (sodium hydrogen carbonate), O(C1=CC=CC=C1)C=1C=C(C=O)C=CC1 (3-phenoxybenzaldehyde), C(C)(=O)N1CCNCC1 (1-acetylpiperazine). Run in C(C)(=O)O (acetic acid), O (Water), ClCCCl (1,2-dichloroethane). Conditions: time 6.5 hour. Product: C(C)(=O)N1CCN(CC1)CC1=CC(=CC=C1)OC1=CC=CC=C1 (1-acetyl-4-((3-phenoxyphenyl)methyl)piperazine). The yield is 84.3%. RXN SMILES: [O:1]([C:8]1[CH:9]=[C:10]([CH:13]=[CH:14][CH:15]=1)[CH:11]=O)[C:2]1[CH:7]=[CH:6][CH:5]=[CH:4][CH:3]=1.[C:16]([N:19]1[CH2:24][CH2:23][NH:22][CH2:21][CH2:20]1)(=[O:18])[CH3:17].C(O[BH-](OC(=O)C)OC(=O)C)(=O)C.[Na+].C(=O)([O-])O.[Na+]>ClCCCl.O.C(O)(=O)C>[C:16]([N:19]1[CH2:24][CH2:23][N:22]([CH2:11][C:10]2[CH:13]=[CH:14][CH:15]=[C:8]([O:1][C:2]3[CH:7]=[CH:6][CH:5]=[CH:4][CH:3]=3)[CH:9]=2)[CH2:21][CH2:20]1)(=[O:18])[CH3:17] |f:2.3,4.5|. Reported procedure: 3-phenoxybenzaldehyde (1.0 g) and 1-acetylpiperazine (739 mg) were dissolved in 1,2-dichloroethane (10 ml) and sodium triacetoxyboro hydride (1.72 g) and acetic acid (300 mg) were added. The atmosphere was replaced with argon and the mixture was stirred at room temperature for 6.5 hours. Water (5 ml) and saturated sodium hydrogen carbonate (20 ml) were added and the aqueous layer was extracted 5 times with chloroform. Organic layers were combined and dried over anhydrous sodium sulfate. Chlorofo... Starting materials: ClC1=CC(=C(CC2=C(N=C3N2N=C(C=C3CN3CCOCC3)NC3=NNC(=C3)C)C)C=C1)F (3-(4-chloro-2-fluorobenzyl)-2-methyl-N-(5-methyl-1H-pyrazol-3-yl)-8-(morpholinomethyl)imidazo[1,2-b]pyridazin-6-amine), Cl (hydrogen chloride). Run in O1CCOCC1 (1,4-dioxane). Yields the product Cl.ClC1=CC(=C(CC2=C(N=C3N2N=C(C=C3CN3CCOCC3)NC3=NNC(=C3)C)C)C=C1)F (3-(4-Chloro-2-fluorobenzyl)-2-methyl-N-(5-methyl-1H-pyrazol-3-yl)-8-(morpholinomethyl)imidazo[1,2-b]pyridazin-6-amine hydrochloride). Isolated yield 206.9%. RXN SMILES: [Cl:1][C:2]1[CH:32]=[CH:31][C:5]([CH2:6][C:7]2[N:11]3[N:12]=[C:13]([NH:23][C:24]4[CH:28]=[C:27]([CH3:29])[NH:26][N:25]=4)[CH:14]=[C:15]([CH2:16][N:17]4[CH2:22][CH2:21][O:20][CH2:19][CH2:18]4)[C:10]3=[N:9][C:8]=2[CH3:30])=[C:4]([F:33])[CH:3]=1.Cl>O1CCOCC1>[ClH:1].[Cl:1][C:2]1[CH:32]=[CH:31][C:5]([CH2:6][C:7]2[N:11]3[N:12]=[C:13]([NH:23][C:24]4[CH:28]=[C:27]([CH3:29])[NH:26][N:25]=4)[CH:14]=[C:15]([CH2:16][N:17]4[CH2:18][CH2:19][O:20][CH2:21][CH2:22]4)[C:10]3=[N:9][C:8]=2[CH3:30])=[C:4]([F:33])[CH:3]=1 |f:3.4|. Procedure: Combine 3-(4-chloro-2-fluorobenzyl)-2-methyl-N-(5-methyl-1H-pyrazol-3-yl)-8-(morpholinomethyl)imidazo[1,2-b]pyridazin-6-amine (0.1 g, 0.21 mmol) and 1,4-dioxane (10 mL) in a pear flask and place under nitrogen. Add hydrogen chloride (4 M in 1,4-dioxane, 0.053 mL, 1.0 equiv.) and let stir at RT under nitrogen for 1.5 h. Concentrate in vacuo then evaporate under vacuum from absolute ethanol two times. Dry overnight in a vacuum oven (60° C.) to give the title compound (0.11 g, 102%). LCMS (8 min)=4...